From a dataset of the Open Reaction Database (ORD), a public repository of structured organic reaction records. describe an organic reaction: reactants, conditions, products, and yield Starting materials: O=C(O)CCCC(Br)C(=O)O, Cl, [K], O, c1ccccc1, c1cc[nH]c1. Yields the product O=C(O)CCCC(C(=O)O)n1cccc1. As a reaction SMILES: [Br:7][CH:8]([C:9](=[O:10])[OH:11])[CH2:12][CH2:13][CH2:14][C:15](=[O:16])[OH:17].[ClH:19].[K:6].[OH2:18].[cH:20]1[cH:21][cH:22][cH:23][cH:24][cH:25]1.[nH:1]1[cH:2][cH:3][cH:4][cH:5]1>>[n:1]1([CH:8]([C:9](=[O:10])[OH:11])[CH2:12][CH2:13][CH2:14][C:15](=[O:16])[OH:17])[cH:2][cH:3][cH:4][cH:5]1. The reactants are O (water), CC(C)(O)C1=CC(=NO1)CC(C#N)C#N ({[5-(1-methyl-1-hydroxyethyl)isoxazol-3-yl]methyl}malononitrile), ICCC=C (4-iodo-1-butene), C([O-])([O-])=O.[K+].[K+] (potassium carbonate). Solvent: CN(C=O)C (N,N-dimethylformamide). Conditions: time 8 hour. Product: C(CC=C)C(C#N)(C#N)CC1=NOC(=C1)C(C)(O)C ((3-butenyl){[5-(1-methyl-1-hydroxyethyl)isoxazol-3-yl]methyl}malononitrile). Yield: 83.0%. As a reaction SMILES: [CH3:1][C:2]([C:5]1[O:9][N:8]=[C:7]([CH2:10][CH:11]([C:14]#[N:15])[C:12]#[N:13])[CH:6]=1)([OH:4])[CH3:3].I[CH2:17][CH2:18][CH:19]=[CH2:20].C(=O)([O-])[O-].[K+].[K+].O>CN(C)C=O>[CH2:20]([C:11]([CH2:10][C:7]1[CH:6]=[C:5]([C:2]([CH3:1])([OH:4])[CH3:3])[O:9][N:8]=1)([C:12]#[N:13])[C:14]#[N:15])[CH2:19][CH:18]=[CH2:17] |f:2.3.4|. Procedure details: 0.41 g of {[5-(1-methyl-1-hydroxyethyl)isoxazol-3-yl]methyl}malononitrile and 0.63 g of 4-iodo-1-butene were dissolved in 6 ml of N,N-dimethylformamide, and 0.55 g of potassium carbonate was then added under ice-cooling. The mixture was stirred at room temperature overnight. After water was added, the reaction mixture was extracted with methyl-t-butyl ether. The organic layer was washed with water, dried over anhydrous magnesium sulfate, filtered and then concentrated under reduced pressure. The... Reactants: esters, F[C@H]1C[C@@H](N(C1)CC1=CC(=CC=C1)C(F)(F)F)C(=O)N[C@@H](C)C1=CC=C(C(=O)OC)C=C1 (methyl 4-((S)-1-((2R,4S)-4-fluoro-1-(3-(trifluoromethyl)benzyl)pyrrolidine-2-carboxamido)ethyl)benzoate), O[Li].O (LiOH H2O). Product: F[C@H]1C[C@@H](N(C1)CC1=CC(=CC=C1)C(F)(F)F)C(=O)N[C@@H](C)C1=CC=C(C(=O)[O-])C=C1.[Li+] (lithium 4-((S)-1-((2R,4S)-4-fluoro-1-(3-(trifluoromethyl)benzyl)pyrrolidine-2-carboxamido)ethyl)benzoate). RXN SMILES: [F:1][C@@H:2]1[CH2:6][N:5]([CH2:7][C:8]2[CH:13]=[CH:12][CH:11]=[C:10]([C:14]([F:17])([F:16])[F:15])[CH:9]=2)[C@@H:4]([C:18]([NH:20][C@H:21]([C:23]2[CH:32]=[CH:31][C:26]([C:27]([O:29]C)=[O:28])=[CH:25][CH:24]=2)[CH3:22])=[O:19])[CH2:3]1.O[Li:34].O>>[F:1][C@@H:2]1[CH2:6][N:5]([CH2:7][C:8]2[CH:13]=[CH:12][CH:11]=[C:10]([C:14]([F:17])([F:15])[F:16])[CH:9]=2)[C@@H:4]([C:18]([NH:20][C@H:21]([C:23]2[CH:24]=[CH:25][C:26]([C:27]([O-:29])=[O:28])=[CH:31][CH:32]=2)[CH3:22])=[O:19])[CH2:3]1.[Li+:34] |f:1.2,3.4|. Procedure details: The title compound (D161) (50 mg) was prepared according to the general procedure for esters hydrolysis (Method A) starting from methyl 4-((S)-1-((2R,4S)-4-fluoro-1-(3-(trifluoromethyl)benzyl)pyrrolidine-2-carboxamido)ethyl)benzoate (D160) (67.3 mg). (LiOH H2O: 4 eq; reaction time: 18 hrs).